The task is: describe an organic reaction: reactants, conditions, products, and yield. This data is from the Open Reaction Database (ORD), a public repository of structured organic reaction records. The reactants are NC1=CN=NC=C1 (4-aminopyridazine), C1(=CC=CC=C1)N=C=O (phenyl isocyanate). Solvent: CC(=O)C (acetone). The product is N1=NC=C(C=C1)NC(=O)NC1=CC=CC=C1 (N-(4-pyridazinyl)-N'-phenylurea). RXN SMILES: [NH2:1][C:2]1[CH:7]=[CH:6][N:5]=[N:4][CH:3]=1.[C:8]1([N:14]=[C:15]=[O:16])[CH:13]=[CH:12][CH:11]=[CH:10][CH:9]=1>CC(C)=O>[N:5]1[CH:6]=[CH:7][C:2]([NH:1][C:15]([NH:14][C:8]2[CH:13]=[CH:12][CH:11]=[CH:10][CH:9]=2)=[O:16])=[CH:3][N:4]=1. Procedure details: 200 mg. of 4-aminopyridazine was suspended in 50 ml. of acetone. To the resulting suspension, 1.2 times the amount of phenyl isocyanate theoretically calculated was added and the mixture then reacted at room temperature overnight. The crystals formed were taken out by filtration. By recrystallization from an excess of methanol, N-(4-pyridazinyl)-N'-phenylurea was obtained (yield, greater than 80%); melting point higher than 250° C. Reactants: CC1(CC(CC(C1)(C)CN)N)C (isophorone diamine), CC=1C(N=C=O)=CC(N=C=O)=CC1 (toluene diisocyanate), [N-]=C=O (isocyanate). Reaction SMILES: [CH3:1][C:2]1([CH3:12])[CH2:7][C:6]([CH2:9][NH2:10])([CH3:8])[CH2:5][CH:4]([NH2:11])[CH2:3]1.[CH3:13][C:14]1[C:15](=[CH:19][C:20](=[CH:24][CH:25]=1)[N:21]=[C:22]=[O:23])[N:16]=[C:17]=[O:18].[N-]=C=O>>[CH3:1][C:2]1([CH3:12])[CH2:7][C:6]([CH2:9][NH2:10])([CH3:8])[CH2:5][CH:4]([NH2:11])[CH2:3]1.[CH3:13][C:14]1[C:15](=[CH:19][C:20](=[CH:24][CH:25]=1)[N:21]=[C:22]=[O:23])[N:16]=[C:17]=[O:18] |f:3.4|. The product is CC1(CC(CC(C1)(C)CN)N)C.CC=1C(N=C=O)=CC(N=C=O)=CC1 (Isophorone diamine toluene diisocyanate). Procedure details: A toluene diisocyanate adduct was prepared by the following process: 23.8 parts of isophorone diamine were reacted with 1000 parts toluene diisocyanate over a period of 6.0 hours and at a temperature between 130° C. and 175° C. according to the general procedure of Examples 1-4 to produce a one-phase dark orange transparent liquid having an isocyanate content of 44.3 percent by weight. Procedure details: 4-Butyrolactone (11.93 mL, 0.155 mol) was dissolved in anhydrous THF and cooled to 0° C. Phenylmagnesium bromide (3M in ether, 112 mL) was added dropwise over 30 minutes to the reaction under N2. After the addition, the reaction was warmed to room temperature overnight. Additional phenylmagnesium bromide (3M in ether, 103 mL) was added, and the reaction stirred at room temperature overnight. The reaction was quenched with saturated NH4Cl (150 mL). Ether (200 mL) and 10% HCl (100 mL) were added. ... Starting materials: C1(=CC=CC=C1)[Mg]Br (Phenylmagnesium bromide), C1(CCCO1)=O (4-Butyrolactone), C1(=CC=CC=C1)[Mg]Br (phenylmagnesium bromide). Reaction conditions: temperature 0 celsius, time 8 hour. The solvent is C1CCOC1 (THF). As a reaction SMILES: [C:1]1(=[O:6])[O:5][CH2:4][CH2:3][CH2:2]1.[C:7]1([Mg]Br)[CH:12]=[CH:11][CH:10]=[CH:9][CH:8]=1>C1COCC1>[C:7]1([C:1]([C:7]2[CH:12]=[CH:11][CH:10]=[CH:9][CH:8]=2)([OH:6])[CH2:2][CH2:3][CH2:4][OH:5])[CH:12]=[CH:11][CH:10]=[CH:9][CH:8]=1. Isolated yield 72.0%. Product: C1(=CC=CC=C1)C(CCCO)(O)C1=CC=CC=C1 (1,1-Diphenyl-1,4-butanediol).